This data is from the Open Reaction Database (ORD), a public repository of structured organic reaction records. The task is: describe an organic reaction: reactants, conditions, products, and yield Starting materials: C1=CC=CC=2C3C4=CC=CC=C4C(C12)(C3)C(=O)N3CCC(CC3)C(=O)OCC (ethyl 1-(9,10-dihydro-9,10-methanoanthracen-9-ylcarbonyl)-4-piperidine carboxylate), [H-].[Al+3].[Li+].[H-].[H-].[H-] (lithium aluminum hydride), [OH-].[Na+] (sodium hydroxide), O (water), [OH-].[Na+] (sodium hydroxide). Solvent: O1CCCC1 (tetrahydrofuran), O1CCCC1 (tetrahydrofuran). Run at temperature 0 celsius, time 30 minute. Yields the product C1=CC=CC=2C3C4=CC=CC=C4C(C12)(C3)CN3CCC(CC3)CO (1-(9,10-Dihydro-9,10-methanoanthracen-9-ylmethyl)4-piperidinemethanol). The yield is 87.1%. RXN SMILES: [CH:1]1[C:14]2[C:13]3([C:16]([N:18]4[CH2:23][CH2:22][CH:21]([C:24](OCC)=[O:25])[CH2:20][CH2:19]4)=O)[CH2:15][CH:6]([C:7]4[C:12]3=[CH:11][CH:10]=[CH:9][CH:8]=4)[C:5]=2[CH:4]=[CH:3][CH:2]=1.[H-].[Al+3].[Li+].[H-].[H-].[H-].[OH-].[Na+].O>O1CCCC1>[CH:11]1[C:12]2[C:13]3([CH2:16][N:18]4[CH2:23][CH2:22][CH:21]([CH2:24][OH:25])[CH2:20][CH2:19]4)[CH2:15][CH:6]([C:5]4[C:14]3=[CH:1][CH:2]=[CH:3][CH:4]=4)[C:7]=2[CH:8]=[CH:9][CH:10]=1 |f:1.2.3.4.5.6,7.8|. Procedure details: A solution of ethyl 1-(9,10-dihydro-9,10-methanoanthracen-9-ylcarbonyl)-4-piperidine carboxylate (33.0 g, 88.4 mmol) in tetrahydrofuran (50 mL) was added dropwise to a suspension of lithium aluminum hydride (4.70 g, 123.8 mmol) in tetrahydrofuran (70 mL) held at reflux temperature. Upon complete addition, the mixture was held at reflux for 2 h, then was cooled to 0° C. and treated sequentially with 10% aqueous sodium hydroxide (4.7 mL), water (4.7 mL) and 10% aqueous sodium hydroxide (14.1 mL). ...